From a dataset of the Open Reaction Database (ORD), a public repository of structured organic reaction records. describe an organic reaction: reactants, conditions, products, and yield Starting materials: COc1nc(Cl)ncc1Br, CNC. The product is COc1nc(N(C)C)ncc1Br. Reaction SMILES: [Br:4][c:5]1[c:6]([O:12][CH3:13])[n:7][c:8]([Cl:11])[n:9][cH:10]1.[CH3:1][NH:2][CH3:3]>>[CH3:1][N:2]([CH3:3])[c:8]1[n:7][c:6]([O:12][CH3:13])[c:5]([Br:4])[cH:10][n:9]1.